Dataset: the Open Reaction Database (ORD), a public repository of structured organic reaction records. Task: describe an organic reaction: reactants, conditions, products, and yield Starting materials: [Mg] (magnesium), BrCCCC (1-bromobutane), BrC1=CC(=C(C=O)C=C1)F (4-bromo-2-fluorobenzaldehyde). Solvent: C(C)OCC (diethyl ether), C(C)OCC (diethyl ether). Reaction conditions: time 30 minute. Yields the product C(CCC)[Mg]Br (butylmagnesium bromide), BrC1=CC(=C(C=C1)C(CCCC)O)F (1-(4-bromo-2-fluorophenyl)pentanol). Yield: 106.8%. RXN SMILES: [Mg:1].Br[CH2:3][CH2:4][CH2:5][CH3:6].[Br:7][C:8]1[CH:15]=[CH:14][C:11]([CH:12]=[O:13])=[C:10]([F:16])[CH:9]=1>C(OCC)C>[CH2:3]([Mg:1][Br:7])[CH2:4][CH2:5][CH3:6].[Br:7][C:8]1[CH:15]=[CH:14][C:11]([CH:12]([OH:13])[CH2:3][CH2:4][CH2:5][CH3:6])=[C:10]([F:16])[CH:9]=1. Procedure details: A solution of butylmagnesium bromide was prepared in the usual manner with diethyl ether (5 ml), magnesium (111 mg) and 1-bromobutane (624 mg). A solution of 4-bromo-2-fluorobenzaldehyde (925 mg) in diethyl ether (5 ml) was added dropwise to the Grignard solution. After the addition was completed, the reaction mixture was stirred for 30 minutes at room temperature. The reaction was quenched with aqueous ammonium chloride and the organic layer was separated, washed with water and brine, dried ove...